Dataset: the Open Reaction Database (ORD), a public repository of structured organic reaction records. Task: describe an organic reaction: reactants, conditions, products, and yield Reactants: CN1CC(=C[C@@H]2C=3C=CC=C4NC(=C(C[C@@H]12)C34)SC)C (8,9-didehydro-6,8-dimethyl-2-methylthio ergoline), C=O (formaldehyde), O (water). Yields the product CN1CC(=C[C@@H]2C=3C=CC=C4N(C(=C(C[C@@H]12)C34)SC)CO)C (8,9-Didehydro-6,8-dimethyl-1-hydroxymethyl-2-methylthioergoline). Reaction SMILES: [CH3:1][N:2]1[C@H:16]2[C@@H:6]([C:7]3[CH:8]=[CH:9][CH:10]=[C:11]4[C:17]=3[C:14]([CH2:15]2)=[C:13]([S:18][CH3:19])[NH:12]4)[CH:5]=[C:4]([CH3:20])[CH2:3]1.[OH2:21].[CH2:22]=O>>[CH3:1][N:2]1[C@H:16]2[C@@H:6]([C:7]3[CH:8]=[CH:9][CH:10]=[C:11]4[C:17]=3[C:14]([CH2:15]2)=[C:13]([S:18][CH3:19])[N:12]4[CH2:22][OH:21])[CH:5]=[C:4]([CH3:20])[CH2:3]1. Procedure details: A solution of 8,9-didehydro-6,8-dimethyl-2-methylthio ergoline (see Example 1) (2.84 g) in aqueous formaldehyde (40%, 35 ml) was refluxed for 2 hours. On cooling, water (100 ml) was added and the solution extracted several times with ethyl acetate. The organic extracts were collected, washed with water, dried over anhydrous magnesium sulphate and the solution filtered. It was reduced in vacuo to give a yellow oil which solidified on standing (2.2 g). This was passed through a dry neutral alumina... Run at time 8 hour. Reaction SMILES: [CH2:1]([O:3][C:4](=[O:20])[CH:5]([CH2:14][CH2:15][CH2:16][CH2:17][CH2:18][CH3:19])[N:6]1[CH:10]=[C:9]([N+:11]([O-])=O)[N:8]=[CH:7]1)[CH3:2].[C:21]([NH:24][C:25]1[CH:35]=[CH:34][CH:33]=[C:27]2[C:28]([O:30][C:31](=[O:32])[C:26]=12)=[O:29])(=[O:23])[CH3:22]>C(OCC)(=O)C>[CH2:1]([O:3][C:4](=[O:20])[CH:5]([CH2:14][CH2:15][CH2:16][CH2:17][CH2:18][CH3:19])[N:6]1[CH:10]=[C:9]([NH:11][C:28](=[O:29])[C:27]2[CH:33]=[CH:34][CH:35]=[C:25]([NH:24][C:21](=[O:23])[CH3:22])[C:26]=2[C:31]([OH:32])=[O:30])[N:8]=[CH:7]1)[CH3:2]. Procedure details: Following the procedure of Example 2, 1.54 g of 4-nitro-α-hexyl-1H-imidazole-1-acetic acid ethyl ester were hydrogenated to the corresponding amine and allowed to react with 1.12 g of 3-acetamidophthalic anhydride in ethyl acetate. After stirring at room temperature, the solution was concentrated in vacuo and a small amount ethyl acetate added. After sitting overnight, the resulting solid was collected by filtration. Crystallization from hot ethyl acetate/methanol/ hexanes provided 0.54 g of the... The solvent is C(C)(=O)OCC (ethyl acetate). The product is C(C)OC(C(N1C=NC(=C1)NC(C1=C(C(=CC=C1)NC(C)=O)C(=O)O)=O)CCCCCC)=O (α-Hexyl-4-{[3-(acetylamino)-2-carboxybenzoyl]-amino}-1H-imidazole-1-acetic acid ethyl ester). The reactants are C(C)OC(C(N1C=NC(=C1)[N+](=O)[O-])CCCCCC)=O (4-nitro-α-hexyl-1H-imidazole-1-acetic acid ethyl ester), amine, C(C)(=O)NC1=C2C(C(=O)OC2=O)=CC=C1 (3-acetamidophthalic anhydride). Isolated yield 21.7%. Reactants: CO, CCOC(C)=O, [Na+], C1COCCO1, [OH-], O, O=C(O)CC(O)(CC(=O)O)C(=O)O, CC(C)(C)OC(=O)c1ccc(-c2cccs2)cc1NC(=O)c1cc(N2CCCCC2)ccc1O. Product: O=C(Nc1cc(-c2cccs2)ccc1C(=O)O)c1cc(N2CCCCC2)ccc1O. As a reaction SMILES: [CH3:57][OH:58].[CH3:59][CH2:60][O:61][C:62](=[O:63])[CH3:64].[Na+:2].[O:51]1[CH2:52][CH2:53][O:54][CH2:55][CH2:56]1.[OH-:1].[OH2:50].[OH:37][C:38]([CH2:39][C:40]([C:41](=[O:42])[OH:43])([CH2:44][C:45](=[O:46])[OH:47])[OH:48])=[O:49].[OH:3][c:4]1[c:5]([C:6](=[O:7])[NH:8][c:9]2[c:10]([C:11](=[O:12])[O:13][C:14]([CH3:15])([CH3:16])[CH3:17])[cH:18][cH:19][c:20](-[c:22]3[s:23][cH:24][cH:25][cH:26]3)[cH:21]2)[cH:27][c:28]([N:31]2[CH2:32][CH2:33][CH2:34][CH2:35][CH2:36]2)[cH:29][cH:30]1>>[OH:3][c:4]1[c:5]([C:6](=[O:7])[NH:8][c:9]2[c:10]([C:11](=[O:12])[OH:13])[cH:18][cH:19][c:20](-[c:22]3[s:23][cH:24][cH:25][cH:26]3)[cH:21]2)[cH:27][c:28]([N:31]2[CH2:32][CH2:33][CH2:34][CH2:35][CH2:36]2)[cH:29][cH:30]1. The reactants are CC1=C(C=NN1C1=CC=C(C=C1)C(F)(F)F)C(=O)Cl (5-methyl-1-(4-trifluoromethylphenyl)pyrazole-4-carboxylic chloride), ClC=1C=C(N)C=CC1N1CCC(CC1)N1CCOCC1 (3-chloro-4-(4-morpholinopiperidin-1-yl)aniline). Yields the product CN(C=O)C.ClC=1C=C(C=CC1N1CCC(CC1)N1CCOCC1)NC(=O)C=1C=NN(C1C)C1=CC=C(C=C1)C(F)(F)F (N-[3-Chloro-4-(4-morpholinopiperidin-1-yl)phenyl]-5-methyl-1-(4-trifluoromethylphenyl)pyrazole-4-carboxamide dimethylformamide). Isolated yield 123.4%. Reaction SMILES: [CH3:1][C:2]1[N:6]([C:7]2[CH:12]=[CH:11][C:10]([C:13]([F:16])([F:15])[F:14])=[CH:9][CH:8]=2)[N:5]=[CH:4][C:3]=1[C:17](Cl)=[O:18].[Cl:20][C:21]1[CH:22]=[C:23]([CH:25]=[CH:26][C:27]=1[N:28]1[CH2:33][CH2:32][CH:31]([N:34]2[CH2:39][CH2:38][O:37][CH2:36][CH2:35]2)[CH2:30][CH2:29]1)[NH2:24]>>[CH3:35][N:34]([CH3:31])[CH:39]=[O:18].[Cl:20][C:21]1[CH:22]=[C:23]([NH:24][C:17]([C:3]2[CH:4]=[N:5][N:6]([C:7]3[CH:12]=[CH:11][C:10]([C:13]([F:16])([F:15])[F:14])=[CH:9][CH:8]=3)[C:2]=2[CH3:1])=[O:18])[CH:25]=[CH:26][C:27]=1[N:28]1[CH2:33][CH2:32][CH:31]([N:34]2[CH2:35][CH2:36][O:37][CH2:38][CH2:39]2)[CH2:30][CH2:29]1 |f:2.3|. Reported procedure: By the reaction and treatment in the same manner as in Example 150 using 5-methyl-1-(4-trifluoromethylphenyl)pyrazole-4-carboxylic chloride (0.6 g) and 3-chloro-4-(4-morpholinopiperidin-1-yl)aniline (0.61 g), the title compound (0.79 g) was obtained, melting point: 252–256° C. The reactants are OCCCNC1=C(C=C2C(=C1)OCO2)[N+](=O)[O-] (2-(γ-hydroxypropyl)amino-4,5-methylenedioxy-1-nitrobenzene), C[O-].[Na+] (sodium methylate). The solvent is CO (methanol), CO (methanol). The product is COC1=C(C=C(C(=C1)NCCCO)[N+](=O)[O-])O (2-methoxy-4-(γ-hydroxypropyl)amino-5-nitrophenol). Reaction SMILES: [OH:1][CH2:2][CH2:3][CH2:4][NH:5][C:6]1[CH:11]=[C:10]2[O:12][CH2:13][O:14][C:9]2=[CH:8][C:7]=1[N+:15]([O-:17])=[O:16].C[O-].[Na+]>CO>[CH3:13][O:12][C:10]1[CH:11]=[C:6]([NH:5][CH2:4][CH2:3][CH2:2][OH:1])[C:7]([N+:15]([O-:17])=[O:16])=[CH:8][C:9]=1[OH:14] |f:1.2|. Procedure: A mixture consisting of 0.013 mol (3.12 g) of 2-(γ-hydroxypropyl)amino-4,5-methylenedioxy-1-nitrobenzene, prepared according to Example 5, and 22 ml of a 30% strength solution of sodium methylate in methanol are brought to the refluxing temperature of the methanol for 10 minutes. The reactants are Cl, [Na+], NC1C(O)OC(CO)C(O)C1O, O=S(=O)([O-])O. Yields the product NC1C(OS(=O)(=O)O)OC(CO)C(O)C1O. Reaction SMILES: [ClH:1].[Na+:19].[OH:2][CH:3]1[CH:4]([NH2:5])[CH:6]([OH:7])[CH:8]([OH:9])[CH:10]([CH2:12][OH:13])[O:11]1.[S:14](=[O:15])(=[O:16])([OH:17])[O-:18]>>[O:2]([CH:3]1[CH:4]([NH2:5])[CH:6]([OH:7])[CH:8]([OH:9])[CH:10]([CH2:12][OH:13])[O:11]1)[S:14](=[O:15])(=[O:16])[OH:17].